From a dataset of the Open Reaction Database (ORD), a public repository of structured organic reaction records. describe an organic reaction: reactants, conditions, products, and yield Procedure details: Diisopropylazocarboxylate (5.5 ml) was added to a stirred solution of triphenylphosphine (7.31 g) in THF at 0° C. Upon completion of addition a colourless precipitate deposited. To this suspension was added a mixture of the product from example 15 step b) (3.0 g) and thiolacetic acid (2.00 ml) in THF (30 ml) at 0° C. The mixture was allowed to attain room temp overnight, evaporated to dryness and the residue purified (SiO2, 10% ethyl acetate: 90% ether as eluant) to give the subtitle compound (3... Reaction conditions: time 8 hour. Product: C(C)(=O)SCC1=CC(=C(OCC(=O)N)C=C1)Cl (2-[4-[(acetylthio)methyl]-2-chlorophenoxy]acetamide). The solvent is C1CCOC1 (THF), C1CCOC1 (THF). RXN SMILES: [CH:1]([O:4]C(N=NC(OC(C)C)=O)=O)(C)[CH3:2].C1(P(C2C=CC=CC=2)C2C=CC=CC=2)C=CC=CC=1.[Cl:34][C:35]1[CH:45]=[C:44]([CH2:46]O)[CH:43]=[CH:42][C:36]=1[O:37][CH2:38][C:39]([NH2:41])=[O:40].[S:48]1C=CC=C1CC(O)=O>C1COCC1>[C:1]([S:48][CH2:46][C:44]1[CH:43]=[CH:42][C:36]([O:37][CH2:38][C:39]([NH2:41])=[O:40])=[C:35]([Cl:34])[CH:45]=1)(=[O:4])[CH3:2]. The reactants are C(C)(C)OC(=O)N=NC(=O)OC(C)C (Diisopropylazocarboxylate), C1(=CC=CC=C1)P(C1=CC=CC=C1)C1=CC=CC=C1 (triphenylphosphine), ClC1=C(OCC(=O)N)C=CC(=C1)CO (2-[2-chloro-4-(hydroxymethyl)phenoxy]acetamide), S1C(=CC=C1)CC(=O)O (thiolacetic acid). Reactants: ClCCl, OC(c1ccccc1)c1ccc2c(cnn2-c2ccc(F)cc2)c1. Yields the product O=C(c1ccccc1)c1ccc2c(cnn2-c2ccc(F)cc2)c1. Reaction SMILES: [Cl:25][CH2:26][Cl:27].[F:1][c:2]1[cH:3][cH:4][c:5](-[n:8]2[n:9][cH:10][c:11]3[cH:12][c:13]([CH:17]([OH:18])[c:19]4[cH:20][cH:21][cH:22][cH:23][cH:24]4)[cH:14][cH:15][c:16]23)[cH:6][cH:7]1>>[F:1][c:2]1[cH:3][cH:4][c:5](-[n:8]2[n:9][cH:10][c:11]3[cH:12][c:13]([C:17](=[O:18])[c:19]4[cH:20][cH:21][cH:22][cH:23][cH:24]4)[cH:14][cH:15][c:16]23)[cH:6][cH:7]1. Starting materials: ClC1=NC(=CC=C1[N+](=O)[O-])OCC (2-chlor-6-ethoxy-3-nitropyridine), CO (methanol), CN (monomethylamine). The solvent is O (water). Reaction conditions: time 90 minute. Yields the product C(C)OC1=CC=C(C(=N1)NC)[N+](=O)[O-] (6-ethoxy-2-methylamino-3-nitropyridine). As a reaction SMILES: Cl[C:2]1[C:7]([N+:8]([O-:10])=[O:9])=[CH:6][CH:5]=[C:4]([O:11][CH2:12][CH3:13])[N:3]=1.CO.[CH3:16][NH2:17]>O>[CH2:12]([O:11][C:4]1[N:3]=[C:2]([NH:17][CH3:16])[C:7]([N+:8]([O-:10])=[O:9])=[CH:6][CH:5]=1)[CH3:13]. Procedure: In a stirred mixture consisting of 202.6 g (1 mole) of 2-chlor-6-ethoxy-3-nitropyridine and 500 ml of methanol, 202 g (2.6 mole) of a 40% monomethylamine solution is added drop by drop while stirring in the course of 90 minutes and at 25°-30° C. sump temperature. Subsequently, the mixture is again stirred for yet another 5 hours, is reacted with 650 ml of water, and then the product is filtered off by suction, is washed again with ample water and dried. Melting point 106°-7° C., Yield: 183.2 g (...